Dataset: the Open Reaction Database (ORD), a public repository of structured organic reaction records. Task: describe an organic reaction: reactants, conditions, products, and yield The reactants are CN1CCCN(C)C1=O, CI, CCOC(C)=O, O=C(c1cc(Cl)ccc1NC(=O)C(F)(F)F)N(CCc1cccc(C(F)(F)F)c1)Cc1ccc(C2CC2)cc1, [H-], [Na+], CN(C)C=O. The product is CN(C(=O)C(F)(F)F)c1ccc(Cl)cc1C(=O)N(CCc1cccc(C(F)(F)F)c1)Cc1ccc(C2CC2)cc1. Reaction SMILES: [CH3:40][N:41]1[CH2:42][CH2:43][CH2:44][N:45]([CH3:46])[C:47]1=[O:48].[CH3:51][I:52].[CH3:58][CH2:59][O:60][C:61](=[O:62])[CH3:63].[Cl:1][c:2]1[cH:3][cH:4][c:5]([NH:33][C:34]([C:35]([F:36])([F:37])[F:38])=[O:39])[c:6]([C:7](=[O:8])[N:9]([CH2:10][CH2:11][c:12]2[cH:13][c:14]([C:18]([F:19])([F:20])[F:21])[cH:15][cH:16][cH:17]2)[CH2:22][c:23]2[cH:24][cH:25][c:26]([CH:29]3[CH2:30][CH2:31]3)[cH:27][cH:28]2)[cH:32]1.[H-:49].[Na+:50].[O:53]=[CH:54][N:55]([CH3:56])[CH3:57]>>[Cl:1][c:2]1[cH:3][cH:4][c:5]([N:33]([C:34]([C:35]([F:36])([F:37])[F:38])=[O:39])[CH3:40])[c:6]([C:7](=[O:8])[N:9]([CH2:10][CH2:11][c:12]2[cH:13][c:14]([C:18]([F:19])([F:20])[F:21])[cH:15][cH:16][cH:17]2)[CH2:22][c:23]2[cH:24][cH:25][c:26]([CH:29]3[CH2:30][CH2:31]3)[cH:27][cH:28]2)[cH:32]1. Yields the product C(C)C(C(=O)O)(C(=O)O)CC1=CC=CC=C1 (ethyl(phenylmethyl)propanedioic acid), residue. Reaction conditions: time 24 hour. Isolated yield 95.0%. Starting materials: C(C1=CC=CC=C1)C(C(=O)OCC)C(=O)OCC (diethyl benzylmalonate), [OH-].[K+] (potassium hydroxide), C(C)O (ethanol). As a reaction SMILES: [CH2:1]([CH:8]([C:14]([O:16]CC)=[O:15])[C:9]([O:11]CC)=[O:10])[C:2]1[CH:7]=[CH:6][CH:5]=[CH:4][CH:3]=1.[OH-].[K+].[CH2:21](O)[CH3:22]>>[CH2:21]([C:8]([CH2:1][C:2]1[CH:3]=[CH:4][CH:5]=[CH:6][CH:7]=1)([C:14]([OH:16])=[O:15])[C:9]([OH:11])=[O:10])[CH3:22] |f:1.2|. Procedure details: To a solution of diethyl benzylmalonate (20.0 g, 80 mmol) in ethanol (500 mL) was added potassium hydroxide (4.7 g, 84 mmol) as pellets. The mixture was stirred at room temperature for 24 h, and concentrated to dryness in vacuo. The residue was dissolved in water (300 mL), transferred to a separatory funnel, and washed with ether (2×150 mL). The aqueous solution was acidified to pH˜2 by adding conc. HCl, and extracted with ether (2×400 mL). The organic layer was dried over MgSO4, filtered and ev... Starting materials: COCCl (chloromethyl methyl ether), solution, [Mg] (magnesium), mercuric chloride, C1CC2=CC=CC=C2C(=O)C3=CC=CC=C31 (10,11-dihydro-5H- dibenzo[a,b]cyclohepten-5-one). Run in O1CCCC1 (tetrahydrofuran), O1CCCC1 (tetrahydrofuran). Run at time 8 hour. The product is COCC1(C2=C(CCC3=C1C=CC=C3)C=CC=C2)O (10,11-dihydro-5-methoxymethyl-5H-dibenzo[a,d]cyclohepten- 5-ol). RXN SMILES: [Mg].[CH3:2][O:3][CH2:4]Cl.[CH2:6]1[C:21]2[C:16](=[CH:17][CH:18]=[CH:19][CH:20]=2)[C:14](=[O:15])[C:13]2[C:8](=[CH:9][CH:10]=[CH:11][CH:12]=2)[CH2:7]1>O1CCCC1>[CH3:2][O:3][CH2:4][C:14]1([OH:15])[C:16]2[CH:17]=[CH:18][CH:19]=[CH:20][C:21]=2[CH2:6][CH2:7][C:8]2[CH:9]=[CH:10][CH:11]=[CH:12][C:13]1=2. Procedure details: A solution of chloromethyl methyl ether (40.2 g, 0.5 mole, freshly distilled) in dry tetrahydrofuran (80 ml) is prepared, and about 5 ml of that solution are added to a stirred mixture of magnesium turnings (12.0 g, 0.5 g - atom) and mercuric chloride (500 mg) in tetrahydrofuran (20 ml) until an exothermic reaction ensues. The flask is cooled to 0° ± 10° and the remainder of the chloromethyl methyl ether solution is added dropwise with thorough agitation. After completion of addition a solution ... Reactants: O (water), C(#N)C(C(F)(F)F)(O)C1=CC=CC=C1 (1-cyano-2,2,2-trifluoro-1-phenyl-ethanol), C1(=CC=C(C=C1)S(=O)(=O)Cl)C (toluene-4-sulfonyl chloride), [H-].[Na+] (sodium hydride). The solvent is CN(C)C=O (DMF). Reaction conditions: time 8 hour. Product: C(#N)C(C(F)(F)F)(OS(=O)(=O)C1=CC=C(C=C1)C)C1=CC=CC=C1 (1-cyano-1-phenyl-1-(toluene-4-sulfonyloxy)-2,2,2-trifluoroethane). Yield: 70.9%. RXN SMILES: [C:1]([C:3]([C:9]1[CH:14]=[CH:13][CH:12]=[CH:11][CH:10]=1)([OH:8])[C:4]([F:7])([F:6])[F:5])#[N:2].[H-].[Na+].[C:17]1([CH3:27])[CH:22]=[CH:21][C:20]([S:23](Cl)(=[O:25])=[O:24])=[CH:19][CH:18]=1.O>CN(C=O)C>[C:1]([C:3]([C:9]1[CH:14]=[CH:13][CH:12]=[CH:11][CH:10]=1)([O:8][S:23]([C:20]1[CH:21]=[CH:22][C:17]([CH3:27])=[CH:18][CH:19]=1)(=[O:25])=[O:24])[C:4]([F:7])([F:5])[F:6])#[N:2] |f:1.2|. Reported procedure: 5.2 g (25 mmol) of 1-cyano-2,2,2-trifluoro-1-phenyl-ethanol were dissolved in 50 ml of DMF, and 0.9 g (30 mmol) of sodium hydride (80% strength dispersion in mineral oil) was added. 5.5 g (29 mmol) of toluene-4-sulfonyl chloride were added in portions to the virtually clear solution after about 1 hour. The mixture was stirred for 8 hours, allowed to stand overnight and then poured into water. The oily liquid which separated out solidified on cooling. The solid was filtered off with suction and d... Starting materials: C(C)(C)(C)OC([C@H]1N(CCC1)C([C@@H](NC(CCCCC1CCN(CC1)C(=O)OCC1=CC=CC=C1)C(=O)OCC)C)=O)=O (N-[N-[5-(1-benzyloxycarbonyl-4-piperidyl)-1-ethoxycarbonylpentyl]-L-alanyl]-L-proline tert-butyl ester), Br.C(C)(=O)O (hydrogen bromide acetic acid), C(C)OCC (ethyl ether). Solvent: C(C)(=O)O (acetic acid). Conditions: time 1 hour. Product: Br.Br.C(C)OC(=O)N1CCC(CC1)CCCCCN[C@@H](C)C(=O)N1[C@H](C(=O)O)CCC1 (N-[N-1-ethoxycarbonyl-5-(4-piperidyl)pentyl]-L-alanyl-L-proline.dihydrobromide). Reaction SMILES: C([O:5][C:6](=[O:43])[C@@H:7]1[CH2:11][CH2:10][CH2:9][N:8]1[C:12](=[O:42])[C@H:13]([CH3:41])[NH:14][CH:15](C(OCC)=O)[CH2:16][CH2:17][CH2:18][CH2:19][CH:20]1[CH2:25][CH2:24][N:23]([C:26]([O:28][CH2:29][C:30]2C=CC=CC=2)=[O:27])[CH2:22][CH2:21]1)(C)(C)C.[BrH:44].C(O)(=O)C.C(OCC)C>C(O)(=O)C>[BrH:44].[BrH:44].[CH2:29]([O:28][C:26]([N:23]1[CH2:24][CH2:25][CH:20]([CH2:19][CH2:18][CH2:17][CH2:16][CH2:15][NH:14][C@H:13]([C:12]([N:8]2[CH2:9][CH2:10][CH2:11][C@H:7]2[C:6]([OH:43])=[O:5])=[O:42])[CH3:41])[CH2:21][CH2:22]1)=[O:27])[CH3:30] |f:1.2,5.6.7|. Reported procedure: In 1.5 ml of acetic acid is dissolved 0.66 g of N-[N-[5-(1-benzyloxycarbonyl-4-piperidyl)-1-ethoxycarbonylpentyl]-L-alanyl]-L-proline tert-butyl ester, and 2 ml of 30% hydrogen bromide-acetic acid solution is added to the solution, followed by standing at room temperature for 1 hour. 50 ml of ethyl ether is added to the reaction solution, followed by shaking, and the precipitate is rinsed twice with 50 ml of ethyl ether. The resulting yellow, viscous material is dissolved in 5 ml of water, and t... Starting materials: O=[N+]([O-])c1ccc(F)cc1, CN(C)C=O, O, CN1C(=O)CCC2(C)C3CCC4(C)C(O)CCC4C3CCC12. Yields the product CN1C(=O)CCC2(C)C3CCC4(C)C(Oc5ccc([N+](=O)[O-])cc5)CCC4C3CCC12. As a reaction SMILES: [N+:23](=[O:24])([O-:25])[c:26]1[cH:27][cH:28][c:29]([F:32])[cH:30][cH:31]1.[O:34]=[CH:35][N:36]([CH3:37])[CH3:38].[OH2:33].[OH:1][CH:2]1[C:3]2([CH3:4])[CH:5]([CH2:6][CH2:7]1)[CH:8]1[CH2:9][CH2:10][CH:11]3[N:12]([CH3:22])[C:13](=[O:21])[CH2:14][CH2:15][C:16]3([CH3:17])[CH:18]1[CH2:19][CH2:20]2>>[O:1]([CH:2]1[C:3]2([CH3:4])[CH:5]([CH2:6][CH2:7]1)[CH:8]1[CH2:9][CH2:10][CH:11]3[N:12]([CH3:22])[C:13](=[O:21])[CH2:14][CH2:15][C:16]3([CH3:17])[CH:18]1[CH2:19][CH2:20]2)[c:29]1[cH:28][cH:27][c:26]([N+:23](=[O:24])[O-:25])[cH:31][cH:30]1.